Dataset: the Open Reaction Database (ORD), a public repository of structured organic reaction records. Task: describe an organic reaction: reactants, conditions, products, and yield Reactants: NC1=NC(=CC(=[N+]1[O-])N)N1CCC=CC1 (2,4-diamino-6-[3,6-dihydro-1(2H)-pyridyl]-pyrimidine-3-oxide), C(Cl)Cl (methylene chloride), COCCOC(=O)Cl (chloroformic acid 2-methoxyethyl ester). Run in C(C)N(CC)CC (triethylamine). Run at time 4 hour. The product is N1(CCC=CC1)C1=CC(=[N+](C(=N1)NC(=O)OCCOC)[O-])NC(=O)OCCOC (bis(2-methoxyethyl) 6-[3,6-dihydro-1(2H)-pyridyl]-2,4-pyrimidine-dicarbamate-3-oxide). Reaction SMILES: [NH2:1][C:2]1[N+:7]([O-:8])=[C:6]([NH2:9])[CH:5]=[C:4]([N:10]2[CH2:15][CH:14]=[CH:13][CH2:12][CH2:11]2)[N:3]=1.C(Cl)Cl.[CH3:19][O:20][CH2:21][CH2:22][O:23][C:24](Cl)=[O:25]>C(N(CC)CC)C>[N:10]1([C:4]2[N:3]=[C:2]([NH:1][C:24]([O:23][CH2:22][CH2:21][O:20][CH3:19])=[O:25])[N+:7]([O-:8])=[C:6]([NH:9][C:24]([O:23][CH2:22][CH2:21][O:20][CH3:19])=[O:25])[CH:5]=2)[CH2:11][CH:12]=[CH:13][CH2:14][CH2:15]1. Reported procedure: 10 G. of 2,4-diamino-6-[3,6-dihydro-1(2H)-pyridyl]-pyrimidine-3-oxide are stirred at 5° C. in 150 ml. of methylene chloride and 30 ml. of triethylamine and treated with 20 ml. of chloroformic acid 2-methoxyethyl ester. The mixture is stirred at room temperature for 4 hours, then washed with water and extracted with methylene chloride. The organic phases are evaporated under reduced pressure and the residue is recrystallized from diethyl ether, there being obtained bis(2-methoxyethyl) 6-[3,6-dihy... The reactants are C(C)(=O)O.C(N)(=N)C1=CC=C(C(=O)NC(NC2=CC=C(OCC(=O)OCC)C=C2)=O)C=C1 (ethyl 4-[3-(4-amidinobenzoyl)ureido]phenoxyacetate, acetate salt), Cl.N1=CC=CC=C1 (pyridine hydrochloride), resultant mixture. Run in CO (methanol), CO (methanol). Run at temperature 10 celsius. The product is Cl.C(N)(=N)C1=CC=C(C(=O)NC(NC2=CC=C(OCC(=O)OCC)C=C2)=O)C=C1 (Ethyl 4-[3-(4-amidinobenzoyl)ureido]phenoxyacetate, hydrochloride salt). Yield: 40.6%. RXN SMILES: C(O)(=O)C.[C:5]([C:8]1[CH:32]=[CH:31][C:11]([C:12]([NH:14][C:15](=[O:30])[NH:16][C:17]2[CH:29]=[CH:28][C:20]([O:21][CH2:22][C:23]([O:25][CH2:26][CH3:27])=[O:24])=[CH:19][CH:18]=2)=[O:13])=[CH:10][CH:9]=1)(=[NH:7])[NH2:6].[ClH:33].N1C=CC=CC=1>CO>[ClH:33].[C:5]([C:8]1[CH:9]=[CH:10][C:11]([C:12]([NH:14][C:15](=[O:30])[NH:16][C:17]2[CH:29]=[CH:28][C:20]([O:21][CH2:22][C:23]([O:25][CH2:26][CH3:27])=[O:24])=[CH:19][CH:18]=2)=[O:13])=[CH:31][CH:32]=1)(=[NH:6])[NH2:7] |f:0.1,2.3,5.6|. Procedure details: To a suspension of ethyl 4-[3-(4-amidinobenzoyl)ureido]phenoxyacetate, acetate salt (1.3 g), in methanol (60 ml) was added a solution of pyridine hydrochloride (400 mg) in methanol (5 ml). The resultant mixture was sonicated for 5 minutes and then heated to boiling. The resultant solution was filtered hot and diluted to turbidity with ether. On cooling to 10° C., a solid precipitated which was collected, washed with ether and recrystallised from methanol/ether to give the title compound (500 mg)... The reactants are CCOC(C)=O, [K+], O=[N+]([O-])c1ccc2c(c1)C(O)CCCC2, O, O=S(=O)([O-])O. Yields the product O=[N+]([O-])c1ccc2c(c1)C=CCCC2. RXN SMILES: [CH3:23][CH2:24][O:25][C:26](=[O:27])[CH3:28].[K+:21].[N+:1](=[O:2])([O-:3])[c:4]1[cH:5][c:6]2[c:7]([cH:14][cH:15]1)[CH2:8][CH2:9][CH2:10][CH2:11][CH:12]2[OH:13].[OH2:22].[S:16]([O-:17])([OH:18])(=[O:19])=[O:20]>>[N+:1](=[O:2])([O-:3])[c:4]1[cH:5][c:6]2[c:7]([cH:14][cH:15]1)[CH2:8][CH2:9][CH2:10][CH:11]=[CH:12]2. Reactants: CC1(C=2C=CC(=CC2C(CC1)(C)C)C(=O)OC1=CC=C(C(=O)OCC2=CC=CC=C2)C=C1)C (benzyl 4-(5,5,8,8-tetramethyl-5,6,7,8-tetrahydro-2-naphthoyloxy)benzoate). The reagents and catalysts are [Pd] (palladium on carbon). Solvent: C(C)(=O)OCC (ethyl acetate). Reaction conditions: time 4 hour. The product is CC1(C=2C=CC(=CC2C(CC1)(C)C)C(=O)OC1=CC=C(C(=O)O)C=C1)C (4-(5,5,8,8-Tetramehtyl-5,6,7,8-tetrahydro-2-naphthoyloxy)benzoic acid). Reaction SMILES: [CH3:1][C:2]1([CH3:33])[CH2:11][CH2:10][C:9]([CH3:13])([CH3:12])[C:8]2[CH:7]=[C:6]([C:14]([O:16][C:17]3[CH:32]=[CH:31][C:20]([C:21]([O:23]CC4C=CC=CC=4)=[O:22])=[CH:19][CH:18]=3)=[O:15])[CH:5]=[CH:4][C:3]1=2>[Pd].C(OCC)(=O)C>[CH3:1][C:2]1([CH3:33])[CH2:11][CH2:10][C:9]([CH3:12])([CH3:13])[C:8]2[CH:7]=[C:6]([C:14]([O:16][C:17]3[CH:18]=[CH:19][C:20]([C:21]([OH:23])=[O:22])=[CH:31][CH:32]=3)=[O:15])[CH:5]=[CH:4][C:3]1=2. Procedure details: A mixture of 150 mg (0.3394 mmol) of benzyl 4-(5,5,8,8-tetramethyl-5,6,7,8-tetrahydro-2-naphthoyloxy)benzoate and 50 mg of 10% palladium on carbon in 5 ml of ethyl acetate was stirred under a hydrogen atmosphere at room temperature for 4 hours. The reaction mixture was then filtered and the filtrate was concentrated in-vacuo. The residue was dissolved in ether and extracted with aqueous NaOH solution. The aqueous extract was then acidified with glacial acetic acid and extracted with ether. The e... The reactants are CCOC(=O)C1CC1C1CC(OS(C)(=O)=O)CN1C(=O)OCc1ccc([N+](=O)[O-])cc1, CO, Cl, [Li+], [OH-]. The product is CS(=O)(=O)OC1CC(C2CC2C(=O)O)N(C(=O)OCc2ccc([N+](=O)[O-])cc2)C1. Reaction SMILES: [CH3:1][S:2](=[O:3])(=[O:4])[O:5][CH:6]1[CH2:7][CH:8]([CH:24]2[CH:25]([C:27](=[O:28])[O:29][CH2:30][CH3:31])[CH2:26]2)[N:9]([C:11](=[O:12])[O:13][CH2:14][c:15]2[cH:16][cH:17][c:18]([N+:21](=[O:22])[O-:23])[cH:19][cH:20]2)[CH2:10]1.[CH3:35][OH:36].[ClH:34].[Li+:33].[OH-:32]>>[CH3:1][S:2](=[O:3])(=[O:4])[O:5][CH:6]1[CH2:7][CH:8]([CH:24]2[CH:25]([C:27](=[O:28])[OH:29])[CH2:26]2)[N:9]([C:11](=[O:12])[O:13][CH2:14][c:15]2[cH:16][cH:17][c:18]([N+:21](=[O:22])[O-:23])[cH:19][cH:20]2)[CH2:10]1. Starting materials: BrC=1C(=NC=CC1C)OC (3-bromo-2-methoxy-4-methylpyridine), C1CC(=O)N(C1=O)Cl (NCS). The solvent is CN(C)C=O (DMF). Reaction conditions: temperature 80 celsius, time 3 hour. Product: BrC=1C(=NC=C(C1C)Cl)OC (3-bromo-5-chloro-2-methoxy-4-methylpyridine). Yield: 85.4%. RXN SMILES: [Br:1][C:2]1[C:3]([O:9][CH3:10])=[N:4][CH:5]=[CH:6][C:7]=1[CH3:8].C1C(=O)N([Cl:18])C(=O)C1>CN(C=O)C>[Br:1][C:2]1[C:3]([O:9][CH3:10])=[N:4][CH:5]=[C:6]([Cl:18])[C:7]=1[CH3:8]. Procedure: 3-bromo-2-methoxy-4-methylpyridine (100 mg) was added to DMF (575 μL). NCS (72.5 mg) was added to the solution, and the mixture was stirred at 80° C. for three hours. The reaction mixture was concentrated under reduced pressure. The resulting residue was purified by silica gel column chromatography (ethyl acetate/n-heptane, 5% to 30%) to give the title compound (100 mg). Starting materials: O=C([O-])[O-], CN(C)C=O, Oc1ccc(-c2nc(-c3ccc(Cl)cc3)nc(-c3ccc(O)cc3O)n2)c(O)c1, [I-], [K+], [K+], [K+], O, Sc1ccccc1. The product is Oc1ccc(-c2nc(-c3ccc(Sc4ccccc4)cc3)nc(-c3ccc(O)cc3O)n2)c(O)c1. RXN SMILES: [C:30](=[O:31])([O-:32])[O-:33].[CH3:46][N:47]([CH3:48])[CH:49]=[O:50].[Cl:1][c:2]1[cH:3][cH:4][c:5](-[c:8]2[n:9][c:10](-[c:22]3[c:23]([OH:29])[cH:24][c:25]([OH:28])[cH:26][cH:27]3)[n:11][c:12](-[c:14]3[c:15]([OH:21])[cH:16][c:17]([OH:20])[cH:18][cH:19]3)[n:13]2)[cH:6][cH:7]1.[I-:37].[K+:34].[K+:35].[K+:36].[OH2:45].[SH:38][c:39]1[cH:40][cH:41][cH:42][cH:43][cH:44]1>>[c:2]1([S:38][c:39]2[cH:40][cH:41][cH:42][cH:43][cH:44]2)[cH:3][cH:4][c:5](-[c:8]2[n:9][c:10](-[c:22]3[c:23]([OH:29])[cH:24][c:25]([OH:28])[cH:26][cH:27]3)[n:11][c:12](-[c:14]3[c:15]([OH:21])[cH:16][c:17]([OH:20])[cH:18][cH:19]3)[n:13]2)[cH:6][cH:7]1. Reactants: [N+](=O)([O-])C1=C(C=CC=C1)C(CN1C(=O)N(C=2N=C(N(C2C1=O)C\C=C\C)N1C[C@@H](CCC1)NC(=O)OC(C)(C)C)C)=O (1-[2-(2-nitro-phenyl)-2-oxo-ethyl]-3-methyl-7-((E)-2-buten-1-yl)-8-[(R)-3-(tert.-butyloxycarbonylamino)-piperidin-1-yl]-xanthine), O (water), C(C)(=O)O (acetic acid). The reagents and catalysts are [Fe] (iron). Run in C(C)O (ethanol). Product: NC1=C(C=CC=C1)C(CN1C(=O)N(C=2N=C(N(C2C1=O)C\C=C\C)N1C[C@@H](CCC1)NC(=O)OC(C)(C)C)C)=O (1-[2-(2-amino-phenyl)-2-oxo-ethyl]-3-methyl-7-((E)-2-buten-1-yl)-8-[(R)-3-(tert.-butyloxycarbonylamino)-piperidin-1-yl]-xanthine). Reaction SMILES: [N+:1]([C:4]1[CH:9]=[CH:8][CH:7]=[CH:6][C:5]=1[C:10](=[O:42])[CH2:11][N:12]1[C:21](=[O:22])[C:20]2[N:19]([CH2:23]/[CH:24]=[CH:25]/[CH3:26])[C:18]([N:27]3[CH2:32][CH2:31][CH2:30][C@@H:29]([NH:33][C:34]([O:36][C:37]([CH3:40])([CH3:39])[CH3:38])=[O:35])[CH2:28]3)=[N:17][C:16]=2[N:15]([CH3:41])[C:13]1=[O:14])([O-])=O.O.C(O)(=O)C>C(O)C.[Fe]>[NH2:1][C:4]1[CH:9]=[CH:8][CH:7]=[CH:6][C:5]=1[C:10](=[O:42])[CH2:11][N:12]1[C:21](=[O:22])[C:20]2[N:19]([CH2:23]/[CH:24]=[CH:25]/[CH3:26])[C:18]([N:27]3[CH2:32][CH2:31][CH2:30][C@@H:29]([NH:33][C:34]([O:36][C:37]([CH3:39])([CH3:38])[CH3:40])=[O:35])[CH2:28]3)=[N:17][C:16]=2[N:15]([CH3:41])[C:13]1=[O:14]. Procedure: Prepared by reduction of 6.34 g 1-[2-(2-nitro-phenyl)-2-oxo-ethyl]-3-methyl-7-((E)-2-buten-1-yl)-8-[(R)-3-(tert.-butyloxycarbonylamino)-piperidin-1-yl]-xanthine with 5.15 g iron powder in a mixture of 260 ml of ethanol, 85 ml of water and 33 ml glacial acetic acid at reflux temperature.